From a dataset of the Open Reaction Database (ORD), a public repository of structured organic reaction records. describe an organic reaction: reactants, conditions, products, and yield The reactants are C=O (formaldehyde), P(O)(O)O (phosphorous acid), Cl (hydrochloric acid), C=O (formaldehyde), NCCC(O)CN (Aminoethyl ethanolamine). The solvent is three. Run at time 2 hour. Yields the product P(O)(O)=O.NCCC(O)CN (Aminoethyl Ethanolamine Phosphonate). As a reaction SMILES: [P:1]([OH:4])([OH:3])[OH:2].Cl.[NH2:6][CH2:7][CH2:8][CH:9]([CH2:11][NH2:12])[OH:10].C=O>>[PH:1](=[O:2])([OH:4])[OH:3].[NH2:6][CH2:7][CH2:8][CH:9]([CH2:11][NH2:12])[OH:10] |f:4.5|. Reported procedure: To a 500 ml three neck flask fitted with a reflux condenser and dropping funnel is added 131.2 grams (1.12 moles) 70% phosphorous acid and 207.2 grams (2.1 moles) 37% hydrochloric acid. Aminoethyl ethanolamine, 42.1 grams (0.40 mole) is then added dropwise while stirring. The mixture is then heated to reflux and 97.3 grams (1.2 moles) 37% aqueous formaldehyde is added dropwise during 1 hour. Reflux is continued for 2 hours after completion of the formaldehyde addition. The mixture is then cooled... The reactants are CN1CCNCC1, CCOC(C)=O, O=C(CCl)Nc1ccc2c(c1)COC(NC1CCc3ccccc31)=N2. Product: CN1CCN(CC(=O)Nc2ccc3c(c2)COC(NC2CCc4ccccc42)=N3)CC1. Reaction SMILES: [CH3:26][N:27]1[CH2:28][CH2:29][NH:30][CH2:31][CH2:32]1.[CH3:33][CH2:34][O:35][C:36](=[O:37])[CH3:38].[Cl:1][CH2:2][C:3](=[O:4])[NH:5][c:6]1[cH:7][c:8]2[c:9]([cH:24][cH:25]1)[N:10]=[C:11]([NH:14][CH:15]1[CH2:16][CH2:17][c:18]3[cH:19][cH:20][cH:21][cH:22][c:23]31)[O:12][CH2:13]2>>[CH2:2]([C:3](=[O:4])[NH:5][c:6]1[cH:7][c:8]2[c:9]([cH:24][cH:25]1)[N:10]=[C:11]([NH:14][CH:15]1[CH2:16][CH2:17][c:18]3[cH:19][cH:20][cH:21][cH:22][c:23]31)[O:12][CH2:13]2)[N:30]1[CH2:29][CH2:28][N:27]([CH3:26])[CH2:32][CH2:31]1. Starting materials: BrCC1CC1(CBr)c1cccc2ccccc12, CSCS(=O)(=O)c1ccccc1, [H-], [Na+], CN(C)C=O. Yields the product CSC1(S(=O)(=O)c2ccccc2)CC2CC2(c2cccc3ccccc23)C1. RXN SMILES: [Br:15][CH2:16][C:17]1([c:22]2[cH:23][cH:24][cH:25][c:26]3[cH:27][cH:28][cH:29][cH:30][c:31]23)[CH:18]([CH2:20][Br:21])[CH2:19]1.[CH3:1][S:2][CH2:3][S:4](=[O:5])(=[O:6])[c:7]1[cH:8][cH:9][cH:10][cH:11][cH:12]1.[H-:13].[Na+:14].[O:32]=[CH:33][N:34]([CH3:35])[CH3:36]>>[CH3:1][S:2][C:3]1([S:4](=[O:5])(=[O:6])[c:7]2[cH:8][cH:9][cH:10][cH:11][cH:12]2)[CH2:16][C:17]2([c:22]3[cH:23][cH:24][cH:25][c:26]4[cH:27][cH:28][cH:29][cH:30][c:31]34)[CH:18]([CH2:19]2)[CH2:20]1. Starting materials: COC(=O)CBr, O=C([O-])[O-], CC(C)=O, [Cs+], [Cs+], Oc1ccc(-c2ccccc2)cc1. Yields the product COC(=O)COc1ccc(-c2ccccc2)cc1. RXN SMILES: [Br:14][CH2:15][C:16](=[O:17])[O:18][CH3:19].[C:20](=[O:21])([O-:22])[O-:23].[CH3:26][C:27](=[O:28])[CH3:29].[Cs+:24].[Cs+:25].[c:1]1(-[c:7]2[cH:8][cH:9][c:10]([OH:13])[cH:11][cH:12]2)[cH:2][cH:3][cH:4][cH:5][cH:6]1>>[c:1]1(-[c:7]2[cH:8][cH:9][c:10]([O:13][CH2:15][C:16](=[O:17])[O:18][CH3:19])[cH:11][cH:12]2)[cH:2][cH:3][cH:4][cH:5][cH:6]1. Reactants: CC1=NNC(=O)C1=C1C=C(Cl)c2ccccc2N1, Nc1ccc(S)cc1. The product is CC1=NNC(=O)C1=C1C=C(Sc2ccc(N)cc2)c2ccccc2N1. RXN SMILES: [Cl:1][C:2]1=[CH:3][C:4](=[C:12]2[C:13]([CH3:18])=[N:14][NH:15][C:16]2=[O:17])[NH:5][c:6]2[cH:7][cH:8][cH:9][cH:10][c:11]21.[NH2:19][c:20]1[cH:21][cH:22][c:23]([SH:26])[cH:24][cH:25]1>>[C:2]1([S:26][c:23]2[cH:22][cH:21][c:20]([NH2:19])[cH:25][cH:24]2)=[CH:3][C:4](=[C:12]2[C:13]([CH3:18])=[N:14][NH:15][C:16]2=[O:17])[NH:5][c:6]2[cH:7][cH:8][cH:9][cH:10][c:11]21.